This data is from the Open Reaction Database (ORD), a public repository of structured organic reaction records. The task is: describe an organic reaction: reactants, conditions, products, and yield Reaction SMILES: Cl.[NH:2]1[CH2:7][CH2:6][CH:5]([C:8]2[CH:15]=[CH:14][C:11]([C:12]#[N:13])=[CH:10][N:9]=2)[CH2:4][CH2:3]1.[F:16][C:17]([F:33])([F:32])[C:18]1[O:22][N:21]=[C:20]([C:23]2[CH:24]=[C:25]([CH:29]=[CH:30][CH:31]=2)[C:26](O)=[O:27])[N:19]=1>>[F:32][C:17]([F:16])([F:33])[C:18]1[O:22][N:21]=[C:20]([C:23]2[CH:24]=[C:25]([CH:29]=[CH:30][CH:31]=2)[C:26]([N:2]2[CH2:3][CH2:4][CH:5]([C:8]3[CH:15]=[CH:14][C:11]([C:12]#[N:13])=[CH:10][N:9]=3)[CH2:6][CH2:7]2)=[O:27])[N:19]=1 |f:0.1|. The reactants are Cl.N1CCC(CC1)C1=NC=C(C#N)C=C1 (6-(piperidin-4-yl)nicotinonitrile hydrochloride), FC(C1=NC(=NO1)C=1C=C(C(=O)O)C=CC1)(F)F (3-(5-(trifluoromethyl)-1,2,4-oxadiazol-3-yl)benzoic acid). Product: FC(C1=NC(=NO1)C=1C=C(C(=O)N2CCC(CC2)C2=NC=C(C#N)C=C2)C=CC1)(F)F (6-(1-(3-(5-(Trifluoromethyl)-1,2,4-oxadiazol-3-yl)benzoyl)piperidin-4-yl)nicotinonitrile). Yield: 30.0%. Procedure details: This compound was synthesized from 6-(piperidin-4-yl)nicotinonitrile hydrochloride and 3-(5-(trifluoromethyl)-1,2,4-oxadiazol-3-yl)benzoic acid as described for example 37 step 3 (50 mg, yield 30%). 1H NMR (400 MHz, CDCl3) δ 8.84 (d, J=2.0 Hz, 1H), 8.20-8.19 (m, 2H), 7.95-7.92 (dd, J=8.2 Hz, 2.1 Hz, 1H), 7.67-7.59 (m, 2H), 7.33 (d, J=8.3 Hz, 1H), 4.92 (m, 1H), 3.91 (m, 1H), 3.24 (m, 1H), 3.09 (m, 1H), 2.97 (m, 1H), 2.09 (m, 1H), 1.94-1.83 (m, 3H). MS (ESI) m/z: Calculated for C21H16F3N6O2: 427.1... Starting materials: Cl.NC1CCN(CC1)C(=O)OC(C)(C)C (4-amino-1-t-butoxycarbonylpiperidine hydrochloride), ON1N=NC2=C1C=CC=C2 (1-hydroxybenzotriazole), Cl.C(C)N=C=NCCCN(C)C (EDCI.HCl), C1=CC=CC=2OC3=CC=CC=C3C(C12)C(=O)O (xanthene-9-carboxylic acid), Cl.C(C)N=C=NCCCN(C)C (1-ethyl-3-(3-dimethylaminopropyl)carbodiimide hydrochloride). Solvent: C(C)N(CC)CC (triethylamine), O (water), CN(C=O)C (N,N-dimethylformamide). Reaction conditions: time 12 hour. Yields the product C1(CCCCCCC1)CN1CCC(CC1)NC(=O)C1C2=CC=CC=C2OC=2C=CC=CC12 (N-[1-(cyclooctylmethyl)piperidin-4-yl]xanthene-9-carboxamide). Isolated yield 90.4%. As a reaction SMILES: Cl.[NH2:2][CH:3]1[CH2:8][CH2:7][N:6]([C:9](OC(C)(C)C)=O)[CH2:5][CH2:4]1.[CH:16]1[C:29]2[CH:28]([C:30]([OH:32])=O)[C:27]3[C:22](=[CH:23][CH:24]=[CH:25][CH:26]=3)[O:21][C:20]=2[CH:19]=[CH:18][CH:17]=1.Cl.C(N=C=N[CH2:39][CH2:40][CH2:41]N(C)C)C.ON1[C:50]2[CH:51]=C[CH:53]=[CH:54][C:49]=2N=N1>CN(C)C=O.O.C(N(CC)CC)C>[CH:39]1([CH2:9][N:6]2[CH2:5][CH2:4][CH:3]([NH:2][C:30]([CH:28]3[C:29]4[CH:16]=[CH:17][CH:18]=[CH:19][C:20]=4[O:21][C:22]4[C:27]3=[CH:26][CH:25]=[CH:24][CH:23]=4)=[O:32])[CH2:8][CH2:7]2)[CH2:40][CH2:41][CH2:53][CH2:54][CH2:49][CH2:50][CH2:51]1 |f:0.1,3.4|. Procedure: 4.71 g of 4-amino-1-t-butoxycarbonylpiperidine hydrochloride and 4.50 g of xanthene-9-carboxylic acid were suspended in 150 ml of anhydrous N,N-dimethylformamide, and 5.5 ml of triethylamine was added thereto. The mixture was cooled in ice and 5.73 g of 1-ethyl-3-(3-dimethylaminopropyl)carbodiimide hydrochloride (hereinafter referred to as EDCI.HCl) and 4.04 g of 1-hydroxybenzotriazole were successively added thereto. The temperature was raised to room temperature immediately, and the reaction s... The reactants are O=C1NC[C@@]2(N1CCNS(=O)(=O)C)CCN1CCC3=C([C@@H]1C2)OC2=C3C=CC=C2 (N-(2-((2R,12bS)-2′-oxo-1,3,4,6,7,12b-hexahydrospiro[benzofuro[2,3-a]quinolizine-2,4′-imidazolidine]-3′-yl)ethyl)-methanesulfon-amide), formula III, NCCNS(=O)(=O)C (N-(2-aminoethyl)methanesulfonamide), Cl (hydrogen chloride), (S)-1,3,4,6,7,12b-hexahydro-2H-benzo[b]furo[2,3-a]quinolizin-2-one, formula II, C[Si](C)(C)C#N (trimethylsilyl cyanide). Solvent: O (water). Product: Cl.Cl.C(#N)C1[C@@H](CCN2CCC3=C([C@H]12)OC1=C3C=CC=C1)NCCCS(=O)(=O)N ((2R,12bS)-[2-[(cyano-1,3,4,6,7,12b-hexahydrobenzofuro-[2,3-a]quinolizine-2-yl)-amino]ethyl]methanesulfon-amide dihydrochloride). RXN SMILES: O=C1[N:6]([CH2:7][CH2:8]NS(C)(=O)=O)[C@:5]2([CH2:22][C@@H:21]3[N:16]([CH2:17][CH2:18][C:19]4[C:25]5[CH:26]=[CH:27][CH:28]=[CH:29][C:24]=5[O:23][C:20]=43)[CH2:15][CH2:14]2)CN1.NCC[NH:33][S:34]([CH3:37])(=[O:36])=[O:35].C[Si]([C:42]#[N:43])(C)C.[ClH:44]>O>[ClH:44].[ClH:44].[C:42]([CH:14]1[C@@H:15]2[N:16]([CH2:17][CH2:18][C:19]3[C:25]4[CH:26]=[CH:27][CH:28]=[CH:29][C:24]=4[O:23][C:20]=32)[CH2:21][CH2:22][C@H:5]1[NH:6][CH2:7][CH2:8][CH2:37][S:34]([NH2:33])(=[O:36])=[O:35])#[N:43] |f:5.6.7|. Procedure details: The process of the invention for the manufacture of N-(2-((2R,12bS)-2′-oxo-1,3,4,6,7,12b-hexahydrospiro[benzofuro[2,3-a]quinolizine-2,4′-imidazolidine]-3′-yl)ethyl)-methanesulfon-amide having the formula I comprises the steps, where in the first step (S)-1,3,4,6,7,12b-hexahydro-2H-benzo[b]furo[2,3-a]quinolizin-2-one of formula II and N-(2-aminoethyl)methanesulfonamide of formula III are contacted with trimethylsilyl cyanide in the presence of an agent capable of capturing water molecules, in an ... Yields the product C(C)OC=1C=C(C=CC1OCC)C1=C2C(=NO1)C1=CC=C(C=C1CC2)C2OC2 (3-(3,4-diethoxyphenyl)-7-(oxiran-2-yl)-4,5-dihydronaphtho[1,2-c]isoxazole). Reported procedure: This compound was prepared according to the procedure described for Preparation 13A, employing 70 mgs of 3-(3,4-diethoxyphenyl)-7-vinyl-4,5-dihydronaphtho[1,2-c]isoxazole (80A). Yield: 80 mgs (25%); LC/MS M+1=378.1. Reaction SMILES: [O:1]1[CH2:3][CH:2]1[C:4]1[CH:5]=[C:6]2[C:29](=[CH:30][CH:31]=1)[C:10]1=[N:11][O:12][C:13]([C:14]3C(C(F)(F)F)=C(C4C=CC=CC=4)ON=3)=[C:9]1[CH2:8][CH2:7]2.[CH2:32]([O:34][C:35]1[CH:36]=[C:37](C2ON=C3C4C(CCC=23)=CC(C=C)=CC=4)C=[CH:39][C:40]=1[O:41][CH2:42][CH3:43])[CH3:33]>>[CH2:42]([O:41][C:40]1[CH:39]=[C:14]([C:13]2[O:12][N:11]=[C:10]3[C:29]4[C:6]([CH2:7][CH2:8][C:9]=23)=[CH:5][C:4]([CH:2]2[CH2:3][O:1]2)=[CH:31][CH:30]=4)[CH:37]=[CH:36][C:35]=1[O:34][CH2:32][CH3:33])[CH3:43]. The reactants are O1C(C1)C=1C=C2CCC=3C(=NOC3C3=NOC(=C3C(F)(F)F)C3=CC=CC=C3)C2=CC1 (7-(oxiran-2-yl)-3-(5-phenyl-4-(trifluoromethyl)isoxazol-3-yl)-4,5-dihydronaphtho[1,2-c]isoxazole), C(C)OC=1C=C(C=CC1OCC)C1=C2C(=NO1)C1=CC=C(C=C1CC2)C=C (3-(3,4-diethoxyphenyl)-7-vinyl-4,5-dihydronaphtho[1,2-c]isoxazole). Reactants: C(C)N1C(=CC2=CC=CC=C12)C1=CC=CC=C1 (1-ethyl-2-phenyl-1H-indole), [Cl-].C(C1=CC=CC=C1)=[N+]1CCCC1 (1-benzylidene-pyrrolidinium chloride). Yields the product C(C)N1C(=C(C2=CC=CC=C12)C(N1CCCC1)C1=CC=CC=C1)C1=CC=CC=C1 (1-Ethyl-2-phenyl-3-(phenylpyrrolidin-1-yl-methyl)-1H-indole). Reaction SMILES: [CH2:1]([N:3]1[C:11]2[C:6](=[CH:7][CH:8]=[CH:9][CH:10]=2)[CH:5]=[C:4]1[C:12]1[CH:17]=[CH:16][CH:15]=[CH:14][CH:13]=1)[CH3:2].[Cl-].[CH:19](=[N+:26]1[CH2:30][CH2:29][CH2:28][CH2:27]1)[C:20]1[CH:25]=[CH:24][CH:23]=[CH:22][CH:21]=1>>[CH2:1]([N:3]1[C:11]2[C:6](=[CH:7][CH:8]=[CH:9][CH:10]=2)[C:5]([CH:19]([C:20]2[CH:25]=[CH:24][CH:23]=[CH:22][CH:21]=2)[N:26]2[CH2:27][CH2:28][CH2:29][CH2:30]2)=[C:4]1[C:12]1[CH:17]=[CH:16][CH:15]=[CH:14][CH:13]=1)[CH3:2] |f:1.2|. Reported procedure: The preparation was carried out in accordance with general synthesis instructions 4 from 1-ethyl-2-phenyl-1H-indole and 1-benzylidene-pyrrolidinium chloride.